This data is from the Open Reaction Database (ORD), a public repository of structured organic reaction records. The task is: describe an organic reaction: reactants, conditions, products, and yield Reactants: CC(=O)Nc1ccc(F)cc1F, CCCCBr, CC[N+](CC)(CC)Cc1ccccc1, Cc1ccccc1, [Cl-], [K+], [OH-], O. The product is CCCCN(C(C)=O)c1ccc(F)cc1F. Reaction SMILES: [C:8]([CH3:9])(=[O:10])[NH:11][c:12]1[c:13]([F:19])[cH:14][c:15]([F:18])[cH:16][cH:17]1.[CH2:1]([CH2:2][CH2:3][CH3:4])[Br:5].[CH2:21]([N+:22]([CH2:23][CH3:24])([CH2:25][CH3:26])[CH2:27][c:28]1[cH:29][cH:30][cH:31][cH:32][cH:33]1)[CH3:34].[CH3:36][c:37]1[cH:38][cH:39][cH:40][cH:41][cH:42]1.[Cl-:20].[K+:7].[OH-:6].[OH2:35]>>[CH2:1]([CH2:2][CH2:3][CH3:4])[N:11]([C:8]([CH3:9])=[O:10])[c:12]1[c:13]([F:19])[cH:14][c:15]([F:18])[cH:16][cH:17]1. Reactants: FC1=NC=CN=C1I (2-fluoro-3-iodopyrazine), dichloride palladium(ii)complex, [I-].C(C)(C)(C)OC(=O)N1CC(CC1)[Zn+] ((1-(tert-butoxycarbonyl)pyrrolidin-3-yl)zinc(II) iodide). The reagents and catalysts are C1(=CC=CC=C1)P([C-]1C=CC=C1)C1=CC=CC=C1.[C-]1(C=CC=C1)P(C1=CC=CC=C1)C1=CC=CC=C1.[Fe+2] (1,1′-bis(diphenylphosphino)ferrocene), [Cu]I (copper(i) iodide). Solvent: CC(=O)N(C)C (DMA). Conditions: temperature 80 celsius, time 16 hour. Yields the product FC=1C(=NC=CN1)C1CN(CC1)C(=O)OC(C)(C)C (tert-butyl 3-(3-fluoropyrazin-2-yl)pyrrolidine-1-carboxylate). Reaction SMILES: [F:1][C:2]1[C:7](I)=[N:6][CH:5]=[CH:4][N:3]=1.[I-].[C:10]([O:14][C:15]([N:17]1[CH2:21][CH2:20][CH:19]([Zn+])[CH2:18]1)=[O:16])([CH3:13])([CH3:12])[CH3:11]>C1(P(C2C=CC=CC=2)[C-]2C=CC=C2)C=CC=CC=1.[C-]1(P(C2C=CC=CC=2)C2C=CC=CC=2)C=CC=C1.[Fe+2].[Cu]I.CC(N(C)C)=O>[F:1][C:2]1[C:7]([CH:20]2[CH2:19][CH2:18][N:17]([C:15]([O:14][C:10]([CH3:13])([CH3:12])[CH3:11])=[O:16])[CH2:21]2)=[N:6][CH:5]=[CH:4][N:3]=1 |f:1.2,3.4.5|. Reported procedure: Into an oven-dried flask were charged 2-fluoro-3-iodopyrazine (3.08 g, 13.8 mmol), 1,1′-bis(diphenylphosphino)ferrocene]dichloride palladium(ii)complex with dichloramethane (0.34 g, 0.41 mmol), copper(i) iodide (0.16 g, 0.83 mmol), and DMA (20 mL). The resulting mixture was degassed with alternating vacuum/nitrogen purges. The (1-(tert-butoxycarbonyl)pyrrolidin-3-yl)zinc(II) iodide (6.98 g, 19.3 mmol) solution from previous step was filtered through a regular filter into the mixture. It was dega... The reactants are solution, N (ammonia), N (ammonia), C1(=CC=C(C=C1)C1CC2=NC3=C(N2C(C1)=O)C=CC(=C3)I)C3=CC=CC=C3 (3-(biphenyl-4-yl)-7-iodo-3,4-dihydropyrido[1,2-a]benzimidazol-1(2H)-one), C1(=CC=C(C=C1)C1CC2=NC3=C(N2C(C1)=O)C=C(C=C3)I)C3=CC=CC=C3 (3-(biphenyl-4-yl)-8-iodo-3,4-dihydropyrido[1,2-a]benzimidazol-1(2H)-one). Run in O (water), O1CCOCC1 (1,4-dioxane). Yields the product C1(=CC=C(C=C1)C(CC(=O)N)CC=1NC2=C(N1)C=CC(=C2)I)C2=CC=CC=C2 (3-(biphenyl-4-yl)-4-(5-iodo-2-benzimidazolyl)-butyramide). RXN SMILES: [C:1]1([C:22]2[CH:27]=[CH:26][CH:25]=[CH:24][CH:23]=2)[CH:6]=[CH:5][C:4]([CH:7]2[CH2:15][C:14](=[O:16])[N:13]3[C:9](=[N:10][C:11]4[CH:20]=[C:19]([I:21])[CH:18]=[CH:17][C:12]=43)[CH2:8]2)=[CH:3][CH:2]=1.C1(C2C=CC=CC=2)C=CC(C2CC(=O)N3C(=[N:37]C4C=CC(I)=CC=43)C2)=CC=1.N>O1CCOCC1.O>[C:1]1([C:22]2[CH:23]=[CH:24][CH:25]=[CH:26][CH:27]=2)[CH:6]=[CH:5][C:4]([CH:7]([CH2:8][C:9]2[NH:10][C:11]3[CH:20]=[C:19]([I:21])[CH:18]=[CH:17][C:12]=3[N:13]=2)[CH2:15][C:14]([NH2:37])=[O:16])=[CH:3][CH:2]=1. Procedure details: The 1:1-mixture of 3-(biphenyl-4-yl)-7-iodo-3,4-dihydropyrido[1,2-a]benzimidazol-1(2H)-one and 3-(biphenyl-4-yl)-8-iodo-3,4-dihydropyrido[1,2-a]benzimidazol-1(2H)-one (140 mg) was dissolved in 1,4-dioxane (2 ml) at reflux temperature. A 25% solution of ammonia in water (1 ml) was added and refluxing was continued for 2 h while addition of 25% ammonia solution in 1 ml portions was repeated every half an hour (3 times). Then all volatiles were removed at the water aspirator and the residue was tri... The product is C(C1=CC=CC=C1)NCC(NC1=CC(=NC2=C(C=CC=C12)OC)C)C1=CC=CC=C1 (N*2*-Benzyl-N*1*-(8-methoxy-2-methylquinolin-4-yl)-1-phenylethane-1,2-diamine). Yield: 11.0%. Conditions: temperature 60 celsius, time 1 hour. Reactants: [BH4-].[Na+] (NaBH4), COC=1C=CC=C2C(=CC(=NC12)C)NC(CN)C1=CC=CC=C1 (N*1*-(8-Methoxy-2-methylquinolin-4-yl)-1-phenylethane-1,2-diamine), C(C1=CC=CC=C1)=O (benzaldehyde), ( 4A ). RXN SMILES: [CH3:1][O:2][C:3]1[CH:4]=[CH:5][CH:6]=[C:7]2[C:12]=1[N:11]=[C:10]([CH3:13])[CH:9]=[C:8]2[NH:14][CH:15]([C:18]1[CH:23]=[CH:22][CH:21]=[CH:20][CH:19]=1)[CH2:16][NH2:17].[CH:24](=O)[C:25]1[CH:30]=[CH:29][CH:28]=[CH:27][CH:26]=1.[BH4-].[Na+]>>[CH2:24]([NH:17][CH2:16][CH:15]([C:18]1[CH:23]=[CH:22][CH:21]=[CH:20][CH:19]=1)[NH:14][C:8]1[C:7]2[C:12](=[C:3]([O:2][CH3:1])[CH:4]=[CH:5][CH:6]=2)[N:11]=[C:10]([CH3:13])[CH:9]=1)[C:25]1[CH:30]=[CH:29][CH:28]=[CH:27][CH:26]=1 |f:2.3|. Reported procedure: N*1*-(8-Methoxy-2-methylquinolin-4-yl)-1-phenylethane-1,2-diamine (Example 75, 150 mg, 0.488 mmole) and benzaldehyde were stirred at RT for 20 hrs. Molecular sieve (4A) was added and the mixture was heated to 60° C. within 2 hrs. NaBH4 was added and the mixture was stirred for 1 h at RT. The resulting mixture was filtered and extracted with dichloromethane. The organic phases were dried and concentrated. The residue was purified using preparative HPLC (RP-18, water/acetonitrile) to obtain the pr... Reactants: C(C1=CC=CC=C1)OC(=O)N(C)C(C(=O)NC(CC1=CC(=C(C=C1)O)C(C)(C)C)C)C(C)C (2-[N-(benzyloxycarbonyl)-N-methylamino]-N-[2-(3-tert-butyl-4-hydroxyphenyl)-1-methylethyl]-3-methylbutanamide), [H][H] (hydrogen). Reagents/catalysts: [OH-].[OH-].[Pd+2] (palladium hydroxide on carbon). The solvent is CO (methanol). The product is C(C)(C)(C)C=1C=C(C=CC1O)CC(C)NC(C(C(C)C)NC)=O (N-[2-(3-tert-butyl-4-hydroxyphenyl)-1-methylethyl]-3-methyl-2-(methylamino)butanamide). Reaction SMILES: C(O[C:9]([N:11]([CH:13]([CH:31]([CH3:33])[CH3:32])[C:14]([NH:16][CH:17]([CH3:30])[CH2:18][C:19]1[CH:24]=[CH:23][C:22]([OH:25])=[C:21]([C:26]([CH3:29])([CH3:28])[CH3:27])[CH:20]=1)=[O:15])C)=O)C1C=CC=CC=1.[H][H]>[OH-].[OH-].[Pd+2].CO>[C:26]([C:21]1[CH:20]=[C:19]([CH2:18][CH:17]([NH:16][C:14](=[O:15])[CH:13]([NH:11][CH3:9])[CH:31]([CH3:32])[CH3:33])[CH3:30])[CH:24]=[CH:23][C:22]=1[OH:25])([CH3:27])([CH3:29])[CH3:28] |f:2.3.4|. Procedure: A suspension of 0.54 g (1.19 mmol) of 2-[N-(benzyloxycarbonyl)-N-methylamino]-N-[2-(3-tert-butyl-4-hydroxyphenyl)-1-methylethyl]-3-methylbutanamide and 0.10 g of a 20% palladium hydroxide on carbon catalyst in methanol (8 ml) was stirred in a hydrogen atmosphere for 2 hours. After filtering off the catalyst, the solvent was distilled off under reduced pressure to give N-[2-(3-tert-butyl-4-hydroxyphenyl)-1-methylethyl]-3-methyl-2-(methylamino)butanamide in the amount of 0.36 g (95%). Reactants: OC(C)C=1C=C(C=CC1)O (3-(1-hydroxyethyl)phenol), ClCC1=NC2=CC=CC=C2C=C1 (2-chloromethylquinoline), C([O-])([O-])=O.[K+].[K+] (potassium carbonate), [I-].[K+] (potassium iodide). Run in CC(=O)C (acetone), O (water). The product is OC(C)C=1C=C(OCC2=NC3=CC=CC=C3C=C2)C=CC1 (2-[3-(1-Hydroxyethyl)phenoxymethyl]quinoline). Reaction SMILES: [OH:1][CH:2]([C:4]1[CH:5]=[C:6]([OH:10])[CH:7]=[CH:8][CH:9]=1)[CH3:3].Cl[CH2:12][C:13]1[CH:22]=[CH:21][C:20]2[C:15](=[CH:16][CH:17]=[CH:18][CH:19]=2)[N:14]=1.C(=O)([O-])[O-].[K+].[K+].[I-].[K+]>CC(C)=O.O>[OH:1][CH:2]([C:4]1[CH:5]=[C:6]([CH:7]=[CH:8][CH:9]=1)[O:10][CH2:12][C:13]1[CH:22]=[CH:21][C:20]2[C:15](=[CH:16][CH:17]=[CH:18][CH:19]=2)[N:14]=1)[CH3:3] |f:2.3.4,5.6|. Procedure details: A mixture of 3-(1-hydroxyethyl)phenol (7 g), 2-chloromethylquinoline (9 g), potassium carbonate (7 g) and potassium iodide (0.3 g) in acetone (75 ml) was refluxed overnight. The reaction mixture was poured into water, and then thoroughly extracted with ethyl acetate (3×30 ml). The organic extract was washed with NaOH solution (1N), water, brine, and then dried over MgSO4. All volatiles were removed to obtain a dark brown liquid, which was chromatographed on silica gel (12% ethyl acetate in hexan...